This data is from the Open Reaction Database (ORD), a public repository of structured organic reaction records. The task is: describe an organic reaction: reactants, conditions, products, and yield Reactants: Cc1cc(OCCN2CCOCC2)c(C)cc1NC(=O)C=NO, [Na+], O=C([O-])O, O=S(=O)(O)O. Yields the product Cc1cc(OCCN2CCOCC2)c(C)c2c1NC(=O)C2=O. Reaction SMILES: [CH3:6][c:7]1[c:8]([NH:23][C:24]([CH:25]=[N:26][OH:27])=[O:28])[cH:9][c:10]([CH3:22])[c:11]([O:13][CH2:14][CH2:15][N:16]2[CH2:17][CH2:18][O:19][CH2:20][CH2:21]2)[cH:12]1.[Na+:33].[O-:29][C:30]([OH:31])=[O:32].[S:1](=[O:2])(=[O:3])([OH:4])[OH:5]>>[CH3:6][c:7]1[c:8]2[c:9]([c:10]([CH3:22])[c:11]([O:13][CH2:14][CH2:15][N:16]3[CH2:17][CH2:18][O:19][CH2:20][CH2:21]3)[cH:12]1)[C:25](=[O:29])[C:24](=[O:28])[NH:23]2. The reactants are O=C([O-])[O-], C=CCBr, CO, CC#N, OC1(c2cc(F)cc(F)c2)CCNC1, [K+], [K+], O=C(O)C(=O)O. Yields the product C=CCN1CCC(O)(c2cc(F)cc(F)c2)C1. Reaction SMILES: [C:15](=[O:16])([O-:17])[O-:18].[CH2:21]([CH:22]=[CH2:23])[Br:24].[CH3:31][OH:32].[CH3:33][C:34]#[N:35].[F:1][c:2]1[cH:3][c:4]([C:9]2([OH:14])[CH2:10][NH:11][CH2:12][CH2:13]2)[cH:5][c:6]([F:8])[cH:7]1.[K+:19].[K+:20].[OH:25][C:26]([C:27](=[O:28])[OH:29])=[O:30]>>[F:1][c:2]1[cH:3][c:4]([C:9]2([OH:14])[CH2:10][N:11]([CH2:23][CH:22]=[CH2:21])[CH2:12][CH2:13]2)[cH:5][c:6]([F:8])[cH:7]1. RXN SMILES: [Cl:1]C1C2C(=CC=CC=2)N=CC=1C(OCC)=O.[F:17][C:18]1[CH:19]=[C:20]2[C:25](=[CH:26][C:27]=1[F:28])[N:24]=[CH:23][C:22]([C:29]([O:31][CH2:32][CH3:33])=[O:30])=[C:21]2O>>[Cl:1][C:21]1[C:20]2[C:25](=[CH:26][C:27]([F:28])=[C:18]([F:17])[CH:19]=2)[N:24]=[CH:23][C:22]=1[C:29]([O:31][CH2:32][CH3:33])=[O:30]. Reactants: ClC1=C(C=NC2=CC=CC=C12)C(=O)OCC (Ethyl 4-chloro-quinoline-3-carboxylate), FC=1C=C2C(=C(C=NC2=CC1F)C(=O)OCC)O (Ethyl 6,7-difluoro-4-hydroxy-quinoline-3-carboxylate). Yields the product ClC1=C(C=NC2=CC(=C(C=C12)F)F)C(=O)OCC (Ethyl 4-chloro-6,7-difluoro-quinoline-3-carboxylate). Reported procedure: The title compound was prepared following the procedure described in Step 2 for the synthesis of 3a using 2c instead of 2a. 1H NMR (CDCl3) δ (ppm): 1.47 (3H, t, J=7.08 Hz), 4.56 (2H, q, J=7.08 Hz), 7.72 (1H, d, J=8.79 Hz), 8.39 (1H, d, J=8.78 Hz), 9.23 (1H, s). m/z 271.6/273.6 (M+/M+2). m/z 272.6 (MH+).